From a dataset of the Open Reaction Database (ORD), a public repository of structured organic reaction records. describe an organic reaction: reactants, conditions, products, and yield The reactants are [Al+3], COc1cccc2c1CC(C)(C)C2=O, CCOCC, [H-], [H-], [H-], [H-], [Li+]. Yields the product COc1cccc2c1CC(C)(C)C2O. Reaction SMILES: [Al+3:16].[CH3:1][C:2]1([CH3:14])[C:3](=[O:13])[c:4]2[cH:5][cH:6][cH:7][c:8]([O:11][CH3:12])[c:9]2[CH2:10]1.[CH3:21][CH2:22][O:23][CH2:24][CH3:25].[H-:15].[H-:18].[H-:19].[H-:20].[Li+:17]>>[CH3:1][C:2]1([CH3:14])[CH:3]([OH:13])[c:4]2[cH:5][cH:6][cH:7][c:8]([O:11][CH3:12])[c:9]2[CH2:10]1. Reactants: [O-]Cl=O.[Na+] (NaClO2), IC=1C=C(C=O)C=C(C1OC)OC (3-iodo-4,5-dimethoxybenzaldehyde), S(N)(O)(=O)=O (sulfamic acid). Solvent: O (H2O), CC#N (CH3CN), O (H2O). Reaction conditions: time 30 minute. Yields the product COC=1C=C(C(=O)O)C=C(C1OC)I (3,4-dimethoxy-5-iodobenzoic acid). The yield is 98.6%. RXN SMILES: [I:1][C:2]1[CH:3]=[C:4]([CH:7]=[C:8]([O:12][CH3:13])[C:9]=1[O:10][CH3:11])[CH:5]=[O:6].S(=O)(=O)([OH:16])N.[O-]Cl=O.[Na+]>CC#N.O>[CH3:13][O:12][C:8]1[CH:7]=[C:4]([CH:3]=[C:2]([I:1])[C:9]=1[O:10][CH3:11])[C:5]([OH:16])=[O:6] |f:2.3|. Procedure details: To a stirred solution of 3-iodo-4,5-dimethoxybenzaldehyde (25.0 g, 85.6 mmol) in CH3CN (800 mL) at room temperature, was added a solution of sulfamic acid (10.65 g, 109 mmol) in H2O (135 mL). To this was added, dropwise, a solution of NaClO2 (12.65 g, 112 mmol) in H2O (135 mL) over 20 min period. After stirring for a further 30 min at room temperature, the solvent was removed in vacuo. The reaction was diluted with 1.0 M aqueous HCl (700 mL) and extracted with EtOAc (3×300 mL). The combined orga... Run in O (water). Starting materials: Cl (hydrochloric acid), ClC1=C(C=CC2=C1C(N1[C@H](C=3N2C=NC3C(=O)OCC)CC1)=O)F (ethyl (S)-8-chloro-7-fluoro-12,12a-dihydro-9-oxo-9H,11H-azeto[2,1-c]imidazo[1,5-a][1,4]-benzodiazepine-1-carboxylate), C(C)O (ethanol), [OH-].[Na+] (sodium hydroxide). Yields the product ClC1=C(C=CC2=C1C(N1[C@H](C=3N2C=NC3C(=O)O)CC1)=O)F ((S)-8-chloro-7-fluoro-12,12a-dihydro-9-oxo-9H,11H-azeto[2,1-c]imidazo[1,5-a][1,4]benzodiazepine-1-carboxylic acid). Yield: 90.8%. Reported procedure: 57.3 g (164 mmol) of ethyl (S)-8-chloro-7-fluoro-12,12a-dihydro-9-oxo-9H,11H-azeto[2,1-c]imidazo[1,5-a][1,4]-benzodiazepine-1-carboxylate, 40 ml of ethanol, 60 ml of water and 51.5 ml (206 mmol) of 4N sodium hydroxide solution were heated to reflux on a steam bath for 30 min. The alcohol was evaporated on a rotary evaporator. The aqueous phase remaining behind was washed twice with methylene chloride and acidified to pH 3-4 with 51.5 ml (206 mmol) of 4N hydrochloric acid. The suspension obtained... Reaction SMILES: [Cl:1][C:2]1[C:7]2[C:8](=[O:23])[N:9]3[CH2:22][CH2:21][C@H:10]3[C:11]3[N:12]([CH:13]=[N:14][C:15]=3[C:16]([O:18]CC)=[O:17])[C:6]=2[CH:5]=[CH:4][C:3]=1[F:24].C(O)C.[OH-].[Na+].Cl>O>[Cl:1][C:2]1[C:7]2[C:8](=[O:23])[N:9]3[CH2:22][CH2:21][C@H:10]3[C:11]3[N:12]([CH:13]=[N:14][C:15]=3[C:16]([OH:18])=[O:17])[C:6]=2[CH:5]=[CH:4][C:3]=1[F:24] |f:2.3|. Starting materials: CC1c2c(ccc3[nH]ccc23)OCCN1C(=O)OC(C)(C)C, COc1cc(C)ccc1S(=O)(=O)Cl, [H-], [Na+], CN(C)C=O. The product is COc1cc(C)ccc1S(=O)(=O)n1ccc2c3c(ccc21)OCCN(C(=O)OC(C)(C)C)C3C. RXN SMILES: [CH3:1][CH:2]1[N:3]([C:16](=[O:17])[O:18][C:19]([CH3:20])([CH3:21])[CH3:22])[CH2:4][CH2:5][O:6][c:7]2[c:8]1[c:9]1[cH:10][cH:11][nH:12][c:13]1[cH:14][cH:15]2.[CH3:25][O:26][c:27]1[c:28]([S:34](=[O:35])(=[O:36])[Cl:37])[cH:29][cH:30][c:31]([CH3:33])[cH:32]1.[H-:23].[Na+:24].[O:38]=[CH:39][N:40]([CH3:41])[CH3:42]>>[CH3:1][CH:2]1[N:3]([C:16](=[O:17])[O:18][C:19]([CH3:20])([CH3:21])[CH3:22])[CH2:4][CH2:5][O:6][c:7]2[c:8]1[c:9]1[cH:10][cH:11][n:12]([S:34]([c:28]3[c:27]([O:26][CH3:25])[cH:32][c:31]([CH3:33])[cH:30][cH:29]3)(=[O:35])=[O:36])[c:13]1[cH:14][cH:15]2.